This data is from the Open Reaction Database (ORD), a public repository of structured organic reaction records. The task is: describe an organic reaction: reactants, conditions, products, and yield Reaction conditions: time 1 hour. Yields the product C(C1=CC=CC=C1)N(CCC1CCNCC1)C (N-Benzyl-N-methyl-2-(piperidin-4-yl)ethanamine). The reactants are C(=O)(C(F)(F)F)O (TFA), C(C1=CC=CC=C1)N(CCC1CCN(CC1)C(=O)OC(C)(C)C)C (tert-butyl 4-(2-(benzyl(methyl)-amino)ethyl)piperidine-1-carboxylate). Procedure: TFA (2.78 ml) was added dropwise at 0° C. to a solution of tert-butyl 4-(2-(benzyl(methyl)-amino)ethyl)piperidine-1-carboxylate (600 mg, 1.8 mmol, 1 eq) in dichloromethane (30 ml), and stirring was carried out for 1 h at RT. After monitoring by thin-layer chromatography, the reaction mixture was concentrated to dryness. The residue was dissolved in MeOH (50 ml), Amberlyst A-21 ion-exchanger resin (2 g) was added, and stirring was carried out for 30 min. The reaction mixture was filtered and the ... Solvent: ClCCl (dichloromethane). RXN SMILES: C(O)(C(F)(F)F)=O.[CH2:8]([N:15]([CH3:31])[CH2:16][CH2:17][CH:18]1[CH2:23][CH2:22][N:21](C(OC(C)(C)C)=O)[CH2:20][CH2:19]1)[C:9]1[CH:14]=[CH:13][CH:12]=[CH:11][CH:10]=1>ClCCl>[CH2:8]([N:15]([CH3:31])[CH2:16][CH2:17][CH:18]1[CH2:23][CH2:22][NH:21][CH2:20][CH2:19]1)[C:9]1[CH:14]=[CH:13][CH:12]=[CH:11][CH:10]=1. Reactants: CO, COC(=O)c1nc(C(C)C)sc1C, [Li+], [OH-], O, O. Yields the product Cc1sc(C(C)C)nc1C(=O)O. RXN SMILES: [CH3:18][OH:19].[CH:4]([CH3:5])([CH3:6])[c:7]1[s:8][c:9]([CH3:16])[c:10]([C:12](=[O:13])[O:14][CH3:15])[n:11]1.[Li+:3].[OH-:2].[OH2:17].[OH2:1]>>[CH:4]([CH3:5])([CH3:6])[c:7]1[s:8][c:9]([CH3:16])[c:10]([C:12](=[O:13])[OH:14])[n:11]1.